This data is from the Open Reaction Database (ORD), a public repository of structured organic reaction records. The task is: describe an organic reaction: reactants, conditions, products, and yield Reactants: C, CCO, [H][H], CC(NS(=O)(=O)c1ccccc1[N+](=O)[O-])C(=O)N1CCCC1C(=O)O, [Pd]. The product is CC(NS(=O)(=O)c1ccccc1N)C(=O)N1CCCC1C(=O)O. As a reaction SMILES: [C:31].[CH3:28][CH2:29][OH:30].[H:26][H:27].[N+:1]([O-:2])(=[O:3])[c:4]1[c:5]([S:10](=[O:11])(=[O:12])[NH:13][CH:14]([CH3:15])[C:16](=[O:17])[N:18]2[CH:19]([C:20](=[O:21])[OH:22])[CH2:23][CH2:24][CH2:25]2)[cH:6][cH:7][cH:8][cH:9]1.[Pd:32]>>[NH2:1][c:4]1[c:5]([S:10](=[O:11])(=[O:12])[NH:13][CH:14]([CH3:15])[C:16](=[O:17])[N:18]2[CH:19]([C:20](=[O:21])[OH:22])[CH2:23][CH2:24][CH2:25]2)[cH:6][cH:7][cH:8][cH:9]1. Reactants: N#CCCCCC#N, CCCC[N+](CCCC)(CCCC)CCCC, CC(C)CBr, CC(C)(C)N, [I-], [K+], [OH-]. As a reaction SMILES: [C:11](#[N:12])[CH2:13][CH2:14][CH2:15][CH2:16][C:17]#[N:18].[CH2:22]([N+:23]([CH2:24][CH2:25][CH2:26][CH3:27])([CH2:28][CH2:29][CH2:30][CH3:31])[CH2:32][CH2:33][CH2:34][CH3:35])[CH2:36][CH2:37][CH3:38].[CH2:6]([CH:7]([CH3:8])[CH3:9])[Br:10].[CH3:1][C:2]([CH3:3])([CH3:4])[NH2:5].[I-:21].[K+:20].[OH-:19]>>[CH3:1][C:2]([CH3:3])([CH3:4])[NH:5][CH2:6][CH:7]([CH3:8])[CH3:9]. The product is CC(C)CNC(C)(C)C. Starting materials: C(CCCCCCCCC)C1=NOC(=C1)CO (3-(1-decyl)-5-isoxazolemethanol), CS(=O)C (dimethylsulfoxide), C(C(=O)Cl)(=O)Cl (oxalyl chloride). Solvent: ClCCl (dichloromethane), ClCCl (dichloromethane), ClCCl (dichloromethane). Conditions: temperature -60 celsius, time 0.5 hour. The product is C(CCCCCCCCC)C1=NOC(=C1)C=O (3-(1-Decyl)-5-isoxazolecarboxaldehyde). Yield: 81.8%. As a reaction SMILES: C(Cl)(=O)C(Cl)=O.CS(C)=O.[CH2:11]([C:21]1[CH:25]=[C:24]([CH2:26][OH:27])[O:23][N:22]=1)[CH2:12][CH2:13][CH2:14][CH2:15][CH2:16][CH2:17][CH2:18][CH2:19][CH3:20]>ClCCl>[CH2:11]([C:21]1[CH:25]=[C:24]([CH:26]=[O:27])[O:23][N:22]=1)[CH2:12][CH2:13][CH2:14][CH2:15][CH2:16][CH2:17][CH2:18][CH2:19][CH3:20]. Reported procedure: To a solution of oxalyl chloride (31.7 ml) in dry dichloromethane (100 ml) cooled to -60° C., was added a solution of dimethylsulfoxide (9.8 ml) in dichloromethane (30 ml) followed by a slurry of 3-(1-decyl)-5-isoxazolemethanol (13.8 g) in dry dichloromethane (100 ml). The reaction mixture was stirred at -60° C. for 0.5 hr, quenched with triethylamine (40 ml), and allowed to warm to ambient temperature. The solution was poured into water (300 ml) and extracted with dichloromethane. The organic p...